From a dataset of the Open Reaction Database (ORD), a public repository of structured organic reaction records. describe an organic reaction: reactants, conditions, products, and yield Starting materials: OC=1C=C(C=CC1OC)C(C)=O (3′-Hydroxy-4′-methoxyacetophenone), Cl.FC1=C(CON)C=CC=C1 (O-(2-fluorobenzyl)hydroxylamine hydrochloride). Run in C(C)(=O)OCC.CCCCCC (ethyl acetate hexane), C(C)(=O)OCC.CCCCCC (ethyl acetate hexane). Product: FC1=C(CO\N=C(/C)\C2=CC(=C(C=C2)OC)O)C=CC=C1 ((E)-3′-Hydroxy-4′-methoxyacetophenone O-2-Fluorobenzyl Oxime). Yield: 90.7%. RXN SMILES: [OH:1][C:2]1[CH:3]=[C:4]([C:10](=O)[CH3:11])[CH:5]=[CH:6][C:7]=1[O:8][CH3:9].Cl.[F:14][C:15]1[CH:23]=[CH:22][CH:21]=[CH:20][C:16]=1[CH2:17][O:18][NH2:19]>C(OCC)(=O)C.CCCCCC>[F:14][C:15]1[CH:23]=[CH:22][CH:21]=[CH:20][C:16]=1[CH2:17][O:18]/[N:19]=[C:10](/[C:4]1[CH:5]=[CH:6][C:7]([O:8][CH3:9])=[C:2]([OH:1])[CH:3]=1)\[CH3:11] |f:1.2,3.4|. Procedure details: Acetophenone 12 (50 mg, 0.301 mmol) was condensed with O-(2-fluorobenzyl)hydroxylamine hydrochloride (32) (58 mg, 0.327 mmol) according to the general procedure II-B defined above. After being heated for 36 h the reaction mixture was cooled and the solvent removed under reduced pressure. The ensuing residue was dissolved in CH2Cl2 (15 mL) and the resulting solution washed with H2O (2×10 mL) then dried (MgSO4), filtered and concentrated under reduced pressure. The oil thus obtained was subjected ...